This data is from the Open Reaction Database (ORD), a public repository of structured organic reaction records. The task is: describe an organic reaction: reactants, conditions, products, and yield Starting materials: CC#N, [I-], BrCc1ccc(I)cc1, [K+], [K+], O=C1CCNCC1, [Na+], O=C([O-])[O-], O. The product is O=C1CCN(Cc2ccc(I)cc2)CC1. Reaction SMILES: [CH3:26][C:27]#[N:28].[I-:15].[I:17][c:18]1[cH:19][cH:20][c:21]([CH2:22][Br:23])[cH:24][cH:25]1.[K+:10].[K+:9].[NH:2]1[CH2:3][CH2:4][C:5](=[O:8])[CH2:6][CH2:7]1.[Na+:16].[O-:11][C:12]([O-:13])=[O:14].[OH2:1]>>[N:2]1([CH2:22][c:21]2[cH:20][cH:19][c:18]([I:17])[cH:25][cH:24]2)[CH2:3][CH2:4][C:5](=[O:8])[CH2:6][CH2:7]1.